Dataset: the Open Reaction Database (ORD), a public repository of structured organic reaction records. Task: describe an organic reaction: reactants, conditions, products, and yield Reactants: CCOC(=O)C1CC(OS(C)(=O)=O)CC1C(=O)N1CCC(F)(F)C1, Fc1ccc(S)c(Cl)c1. Yields the product CCOC(=O)C1CC(Sc2ccc(F)cc2Cl)CC1C(=O)N1CCC(F)(F)C1. RXN SMILES: [CH2:1]([CH3:2])[O:3][C:4](=[O:5])[CH:6]1[CH:7]([C:16](=[O:17])[N:18]2[CH2:19][C:20]([F:23])([F:24])[CH2:21][CH2:22]2)[CH2:8][CH:9]([O:11][S:12]([CH3:13])(=[O:14])=[O:15])[CH2:10]1.[Cl:25][c:26]1[c:27]([SH:33])[cH:28][cH:29][c:30]([F:32])[cH:31]1>>[CH2:1]([CH3:2])[O:3][C:4](=[O:5])[CH:6]1[CH:7]([C:16](=[O:17])[N:18]2[CH2:19][C:20]([F:23])([F:24])[CH2:21][CH2:22]2)[CH2:8][CH:9]([S:33][c:27]2[c:26]([Cl:25])[cH:31][c:30]([F:32])[cH:29][cH:28]2)[CH2:10]1. The reactants are FC=1C=C(C=CC1)C1=CSC=2CN(C[C@@H](OC21)C)C(=O)OC(C)(C)C (tert-Butyl (2S)-8-(3-fluorophenyl)-2-methyl-2,3-dihydrothieno[2,3-f][1,4]oxazepine-4(5H)-carboxylate). The solvent is C(C)(=O)OCC.Cl (hydrogen chloride-ethyl acetate). The product is FC=1C=C(C=CC1)C1=CSC=2CNC[C@@H](OC21)C ((2S)-8-(3-fluorophenyl)-2-methyl-2,3,4,5-tetrahydrothieno[2,3-f][1,4]oxazepine). Isolated yield 104.5%. As a reaction SMILES: [F:1][C:2]1[CH:3]=[C:4]([C:8]2[C:17]3[O:16][C@@H:15]([CH3:18])[CH2:14][N:13](C(OC(C)(C)C)=O)[CH2:12][C:11]=3[S:10][CH:9]=2)[CH:5]=[CH:6][CH:7]=1>C(OCC)(=O)C.Cl>[F:1][C:2]1[CH:3]=[C:4]([C:8]2[C:17]3[O:16][C@@H:15]([CH3:18])[CH2:14][NH:13][CH2:12][C:11]=3[S:10][CH:9]=2)[CH:5]=[CH:6][CH:7]=1 |f:1.2|. Reported procedure: tert-Butyl (2S)-8-(3-fluorophenyl)-2-methyl-2,3-dihydrothieno[2,3-f][1,4]oxazepine-4(5H)-carboxylate (416 mg) was stirred in 4N hydrogen chloride-ethyl acetate solution (5 mL) for 20 min. The reaction solution was concentrated under reduced pressure, and the residue was recrystallized from ethyl acetate to give (2S)-8-(3-fluorophenyl)-2-methyl-2,3,4,5-tetrahydrothieno[2,3-f][1,4]oxazepine 1 hydrochloride (315 mg, 92%) as colorless crystals. Reactants: C1(=CC=CC=C1)P(C1=CC=CC=C1)C1=CC=CC=C1 (triphenylphosphine), N(=NC(=O)OCC)C(=O)OCC (diethyl azodicarboxylate), C(C)(C)(C)OC(=O)NCCO (N-t-butoxycarbonyl ethanolamine), FC=1C=CC2=C(C(=NO2)O)C1 (5-fluoro-3-hydroxy-1,2-benzisoxazole). Solvent: O1CCCC1 (tetrahydrofuran). Run at time 15 minute. Product: C(C)(C)(C)OC(=O)NCCOC1=NOC2=C1C=C(C=C2)F (3-(2-(N-t-Butoxycarbonylamino)ethoxy)-5-fluoro-1,2-benzisoxazole). Isolated yield 60.1%. As a reaction SMILES: C1(P(C2C=CC=CC=2)C2C=CC=CC=2)C=CC=CC=1.N(C(OCC)=O)=NC(OCC)=O.[F:32][C:33]1[CH:34]=[CH:35][C:36]2[O:40][N:39]=[C:38]([OH:41])[C:37]=2[CH:42]=1.[C:43]([O:47][C:48]([NH:50][CH2:51][CH2:52]O)=[O:49])([CH3:46])([CH3:45])[CH3:44]>O1CCCC1>[C:43]([O:47][C:48]([NH:50][CH2:51][CH2:52][O:41][C:38]1[C:37]2[CH:42]=[C:33]([F:32])[CH:34]=[CH:35][C:36]=2[O:40][N:39]=1)=[O:49])([CH3:46])([CH3:45])[CH3:44]. Reported procedure: To a solution of triphenylphosphine (0.87 g) in tetrahydrofuran (20 ml) was added diethyl azodicarboxylate (0.57 g) at 5° C. and the mixture was stirred at the same temperature for 15 minutes. Then 5-fluoro-3-hydroxy-1,2-benzisoxazole (0.46 g) was added and the mixture was stirred at the same temperature for 15 minutes followed by addition of N-t-butoxycarbonyl ethanolamine (0.48 g) and stirring at room temperature for 24 hours. The solvent was evaporated under reduced pressure and the residue w... Starting materials: C(CCC)[Li] (n-butyllithium), [Cl-].COC[P+](C1=CC=CC=C1)(C1=CC=CC=C1)C1=CC=CC=C1 ((methoxymethyl)triphenyl-phosphonium chloride), C(C1=CC=CC=C1)N1CCC(CC1)=O (1-benzyl-4-piperidone). Solvent: C1CCOC1 (THF). Reaction conditions: temperature 0 celsius, time 0.5 hour. Product: C(C1=CC=CC=C1)N1CCC(CC1)C=O ((1-Benzyl)piperidine-4-carboxaldehyde). The yield is 248.9%. RXN SMILES: [Cl-].[CH3:2][O:3]C[P+](C1C=CC=CC=1)(C1C=CC=CC=1)C1C=CC=CC=1.C([Li])CCC.[CH2:29]([N:36]1[CH2:41][CH2:40][C:39](=O)[CH2:38][CH2:37]1)[C:30]1[CH:35]=[CH:34][CH:33]=[CH:32][CH:31]=1>C1COCC1>[CH2:29]([N:36]1[CH2:41][CH2:40][CH:39]([CH:2]=[O:3])[CH2:38][CH2:37]1)[C:30]1[CH:35]=[CH:34][CH:33]=[CH:32][CH:31]=1 |f:0.1|. Procedure details: To a suspension of 4.08 g of (methoxymethyl)triphenyl-phosphonium chloride in 20 mL of THF was added 8.11 mL of n-butyllithium(1.6 M in hexane) at 0° C. The reaction was stirred at 0° C. for 0.5 h. To the resulting solution was added 2.05 g of 1-benzyl-4-piperidone at 0° C. After stirring at rt for 1 h, the reaction was refluxed for 3 h. The reaction was cooled to rt and partitioned between EtOAc and H2O. The organic layer was washed with sat'd NaCl, dried over MgSO4 and concentrated to afford 5...